Dataset: the Open Reaction Database (ORD), a public repository of structured organic reaction records. Task: describe an organic reaction: reactants, conditions, products, and yield Reactants: CC(=O)[O-], CN(C)C=O, [O-][Cl+3]([O-])([O-])[O-], Cl, C[N+](C)=Cc1cn(-c2ccccc2)nc1-c1ccc([N+](=O)[O-])o1, NO, [Na+], O. Yields the product O=[N+]([O-])c1ccc(-c2nn(-c3ccccc3)cc2C=NO)o1. RXN SMILES: [CH3:30][C:31]([O-:32])=[O:33].[CH3:37][N:38]([CH3:39])[CH:40]=[O:41].[Cl+3:1]([O-:2])([O-:3])([O-:4])[O-:5].[ClH:34].[N+:6](=[O:7])([O-:8])[c:9]1[cH:10][cH:11][c:12](-[c:14]2[n:15][n:16](-[c:23]3[cH:24][cH:25][cH:26][cH:27][cH:28]3)[cH:17][c:18]2[CH:19]=[N+:20]([CH3:21])[CH3:22])[o:13]1.[NH2:35][OH:36].[Na+:29].[OH2:42]>>[N+:6](=[O:7])([O-:8])[c:9]1[cH:10][cH:11][c:12](-[c:14]2[n:15][n:16](-[c:23]3[cH:24][cH:25][cH:26][cH:27][cH:28]3)[cH:17][c:18]2[CH:19]=[N:20][OH:32])[o:13]1. Starting materials: [Li]CCCC, CCCCCC, C[Si](C)(C)N[Si](C)(C)C, CC#N, CC(C)C1Cc2cnc3c(c2C1=O)CCO3, [Cl-], [NH4+], C1CCOC1. Yields the product CC(C)C1Cc2cnc3c(c2C1(O)CC#N)CCO3. RXN SMILES: [CH2:16]([Li:17])[CH2:18][CH2:19][CH3:20].[CH3:10][CH2:11][CH2:12][CH2:13][CH2:14][CH3:15].[CH3:1][Si:2]([CH3:3])([CH3:4])[NH:5][Si:6]([CH3:7])([CH3:8])[CH3:9].[CH3:21][C:22]#[N:23].[CH:24]([CH3:25])([CH3:26])[CH:27]1[CH2:28][c:29]2[c:30]([c:31]3[c:32]([n:33][cH:34]2)[O:35][CH2:36][CH2:37]3)[C:38]1=[O:39].[Cl-:45].[NH4+:46].[O:40]1[CH2:41][CH2:42][CH2:43][CH2:44]1>>[CH2:21]([C:22]#[N:23])[C:38]1([OH:39])[CH:27]([CH:24]([CH3:25])[CH3:26])[CH2:28][c:29]2[c:30]1[c:31]1[c:32]([n:33][cH:34]2)[O:35][CH2:36][CH2:37]1. Reaction conditions: temperature 60 celsius, time 8 hour. The yield is 33.7%. Procedure details: In a 100 mL flask under argon was dissolved N-[6-(2-amino-6-methyl-4-pyrimidinyl)-1H-indazol-3-yl]acetamide (0.021 g, 0.074 mmol) in CH3OH (5 mL). HCl (2.26 μl, 0.074 mmol) was added and the solution was stirred for 8 hours at 60° C. The reaction was cooled to room temperature. The resulting precipitate was filtered and washed with minimal CH3OH to afford an HCl salt of the title compound (6 mg, 26%) as a white solid. LC-MS (ES) m/z=241 [M+H]+. 1H NMR (400 MHz, DMSO-d6): δ 2.51 (s, 3H {assumed t... The reactants are NC1=NC(=CC(=N1)C1=CC=C2C(=NNC2=C1)NC(C)=O)C (N-[6-(2-amino-6-methyl-4-pyrimidinyl)-1H-indazol-3-yl]acetamide), Cl (HCl). Yields the product Cl (HCl), NC1=NC(=CC(=N1)C1=CC=C2C(=NNC2=C1)N)C (6-(2-Amino-6-methyl-4-pyrimidinyl)-1H-indazol-3-amine). Solvent: CO (CH3OH). Reaction SMILES: [NH2:1][C:2]1[N:7]=[C:6]([C:8]2[CH:16]=[C:15]3[C:11]([C:12]([NH:17]C(=O)C)=[N:13][NH:14]3)=[CH:10][CH:9]=2)[CH:5]=[C:4]([CH3:21])[N:3]=1.[ClH:22]>CO>[ClH:22].[NH2:1][C:2]1[N:7]=[C:6]([C:8]2[CH:16]=[C:15]3[C:11]([C:12]([NH2:17])=[N:13][NH:14]3)=[CH:10][CH:9]=2)[CH:5]=[C:4]([CH3:21])[N:3]=1.